Dataset: the Open Reaction Database (ORD), a public repository of structured organic reaction records. Task: describe an organic reaction: reactants, conditions, products, and yield Reactants: ClC=1C=C(C=C(C1OC=1C=C2C(=CNC2=CC1)C(C)C)C)NC(CC(=O)OC)=O (Methyl 3-({3-chloro-4-[(3-isopropyl-1H-indol-5-yl)oxy]-5-methylphenyl}amino)-3-oxo-propanoate). Solvent: C(C)O (ethanol), [OH-].[Na+] (sodium hydroxide). Product: ClC=1C=C(C=C(C1OC=1C=C2C(=CNC2=CC1)C(C)C)C)NC(CC(=O)O)=O (3-({3-chloro-4-[(3-isopropyl-1H-indol-5-yl)oxy]-5-methylphenyl}amino)-3-oxopropionic acid). Isolated yield 89.2%. Reaction SMILES: [Cl:1][C:2]1[CH:3]=[C:4]([NH:22][C:23](=[O:29])[CH2:24][C:25]([O:27]C)=[O:26])[CH:5]=[C:6]([CH3:21])[C:7]=1[O:8][C:9]1[CH:10]=[C:11]2[C:15](=[CH:16][CH:17]=1)[NH:14][CH:13]=[C:12]2[CH:18]([CH3:20])[CH3:19]>C(O)C.[OH-].[Na+]>[Cl:1][C:2]1[CH:3]=[C:4]([NH:22][C:23](=[O:29])[CH2:24][C:25]([OH:27])=[O:26])[CH:5]=[C:6]([CH3:21])[C:7]=1[O:8][C:9]1[CH:10]=[C:11]2[C:15](=[CH:16][CH:17]=1)[NH:14][CH:13]=[C:12]2[CH:18]([CH3:19])[CH3:20] |f:2.3|. Procedure details: 101 mg of methyl 3-({3-chloro-4-[(3-isopropyl-1H-indol-5-yl)oxy]-5-methyl-phenyl}amino)-3-oxo-propanoate (Example 4a) are dissolved in 2 ml of ethanol and 1 ml of 1N sodium hydroxide solution, the solution is stirred at room temperature for 1 hour and the solvent is removed in vacuo. The residue is rendered acidic, extracted with ethyl acetate, the extract is dried over sodium sulphate and the solvent is removed in vacuo. 87 mg of 3-({3-chloro-4-[(3-isopropyl-1H-indol-5-yl)oxy]-5-methylphenyl}am... The reactants are resultant mixture, BrC=1C(=C(N)C=CC1)C (3-bromo-2-methylaniline), CC1=CC=C(C=C1)B(O)O (4-methylphenylboronic acid), C([O-])([O-])=O.[Na+].[Na+] (sodium carbonate). The reagents and catalysts are [Pd].C1(=CC=CC=C1)P(C1=CC=CC=C1)C1=CC=CC=C1.C1(=CC=CC=C1)P(C1=CC=CC=C1)C1=CC=CC=C1.C1(=CC=CC=C1)P(C1=CC=CC=C1)C1=CC=CC=C1.C1(=CC=CC=C1)P(C1=CC=CC=C1)C1=CC=CC=C1 (tetrakis(triphenylphosphine) palladium (0)). The solvent is COCCOC (1,2-dimethoxyethane), O (water). Run at time 22 hour. Product: CC1=C(C=CC=C1N)C1=CC=C(C=C1)C (2,4′-Dimethyl-1,1′-biphenyl-3-ylamine). Yield: 93.0%. As a reaction SMILES: Br[C:2]1[C:3]([CH3:9])=[C:4]([CH:6]=[CH:7][CH:8]=1)[NH2:5].[CH3:10][C:11]1[CH:16]=[CH:15][C:14](B(O)O)=[CH:13][CH:12]=1.C(=O)([O-])[O-].[Na+].[Na+]>COCCOC.O.[Pd].C1(P(C2C=CC=CC=2)C2C=CC=CC=2)C=CC=CC=1.C1(P(C2C=CC=CC=2)C2C=CC=CC=2)C=CC=CC=1.C1(P(C2C=CC=CC=2)C2C=CC=CC=2)C=CC=CC=1.C1(P(C2C=CC=CC=2)C2C=CC=CC=2)C=CC=CC=1>[CH3:9][C:3]1[C:4]([NH2:5])=[CH:6][CH:7]=[CH:8][C:2]=1[C:14]1[CH:15]=[CH:16][C:11]([CH3:10])=[CH:12][CH:13]=1 |f:2.3.4,7.8.9.10.11|. Procedure: To a solution of 3-bromo-2-methylaniline (15 g, 0.0806 mol) in 1,2-dimethoxyethane (330 ml) and water (165 ml) was added 4-methylphenylboronic acid (12.05 g, 0.0886 mol) and sodium carbonate (22.2 g, 0.2095 mol). The apparatus was flushed with nitrogen prior to the addition of tetrakis(triphenylphosphine) palladium (0) (1.86 g, 1.61 mmol). The resultant mixture was heated at 90° C. and stirred under nitrogen for 22 h, then allowed to cool to room temperature and the solvents removed in vacuo. Th... The reactants are [Cu], Oc1ccc(F)cc1F, CC(C(=O)O)c1ccc(I)cc1, [K+], [OH-], O. Product: CC(C(=O)O)c1ccc(Oc2ccc(F)cc2F)cc1. RXN SMILES: [Cu:24].[F:3][c:4]1[c:5]([OH:11])[cH:6][cH:7][c:8]([F:10])[cH:9]1.[I:12][c:13]1[cH:14][cH:15][c:16]([CH:19]([C:20](=[O:21])[OH:22])[CH3:23])[cH:17][cH:18]1.[K+:2].[OH-:1].[OH2:25]>>[F:3][c:4]1[c:5]([O:11][c:13]2[cH:14][cH:15][c:16]([CH:19]([C:20](=[O:21])[OH:22])[CH3:23])[cH:17][cH:18]2)[cH:6][cH:7][c:8]([F:10])[cH:9]1. The reactants are C(C)C1=C(OCC2OC(OC2)(C)C)C=C(C=C1)CCCCCCCCCCCCCC (4-[(2-ethyl-5-tetradecylphenoxy)methyl]-2,2-dimethyl-1,3-dioxolane), Cl (hydrochloric acid). The solvent is O1CCCC1 (tetrahydrofuran). Product: C(C)C1=C(OCC(CO)O)C=C(C=C1)CCCCCCCCCCCCCC (3-(2-Ethyl-5-tetradecylphenoxy)1,2-propanediol). Reaction SMILES: [CH2:1]([C:3]1[CH:17]=[CH:16][C:15]([CH2:18][CH2:19][CH2:20][CH2:21][CH2:22][CH2:23][CH2:24][CH2:25][CH2:26][CH2:27][CH2:28][CH2:29][CH2:30][CH3:31])=[CH:14][C:4]=1[O:5][CH2:6][CH:7]1[CH2:11][O:10]C(C)(C)[O:8]1)[CH3:2].Cl>O1CCCC1>[CH2:1]([C:3]1[CH:17]=[CH:16][C:15]([CH2:18][CH2:19][CH2:20][CH2:21][CH2:22][CH2:23][CH2:24][CH2:25][CH2:26][CH2:27][CH2:28][CH2:29][CH2:30][CH3:31])=[CH:14][C:4]=1[O:5][CH2:6][CH:7]([OH:8])[CH2:11][OH:10])[CH3:2]. Reported procedure: A mixture of 14.2 g of 4-[(2-ethyl-5-tetradecylphenoxy)methyl]-2,2-dimethyl-1,3-dioxolane, 50 ml of 5% hydrochloric acid and 100 ml of tetrahydrofuran was heated at reflux for 8 hours, then allowed to cool and the tetrahydrofuran removed under reduced pressure. Ethyl acetate was added, the mixture washed with water, dried and the solvents removed. The residue was chromatographed on silica gel, eluting impurites with hexane:ethyl acetate (16:1) and then (4:1) to elute the desired compound, giving... Reactants: S(=O)(=O)([O-])OOS(=O)(=O)[O-].[NH4+].[NH4+] (ammonium persulfate), C(C=C)(=O)[O-] (acrylate), [OH-].[Na+] (sodium hydroxide), C(C=C)(=O)O (acrylic acid), C(C=C)(=O)N (acrylamide), S(=O)(=O)(OCCCCCCCCCCCC)[O-].[Na+] (sodium lauryl sulfate). Procedure: A terpolymer of sodium acrylate-2-hydroxypropyl acrylate and acrylamide was prepared utilizing an emulsion polymerization process. The mole ratios of acrylic acid to acrylamide, mole percent of 2-hydroxypropyl, acrylate and molecular size were varied by controlling the reaction parameters. Six representative samples of the terpolymer were prepared with the compositions of the various terpolymers being estimated based upon their total nitrogen content. In the reaction, ammonium persulfate was uti... Reaction conditions: time 3 hour. The product is C(C=C)(=O)[O-].[Na+].C(C=C)(=O)OCC(C)O (sodium acrylate 2-hydroxypropyl acrylate), C(C=C)(=O)N (acrylamide). Solvent: CO (methanol), CC(=O)C (acetone). As a reaction SMILES: [C:1]([OH:5])(=[O:4])[CH:2]=[CH2:3].[C:6]([NH2:10])(=[O:9])[CH:7]=[CH2:8].[C:11]([O-:15])(=[O:14])[CH:12]=[CH2:13].S(OOS([O-])(=O)=O)([O-])(=O)=O.[NH4+].[NH4+].S([O-])(O[CH2:32]CCCCCCCCCCC)(=O)=O.[Na+:45].[OH-].[Na+]>CO.CC(C)=O>[C:1]([O-:5])(=[O:4])[CH:2]=[CH2:3].[Na+:45].[C:11]([O:15][CH2:32][CH:6]([OH:9])[CH3:7])(=[O:14])[CH:12]=[CH2:13].[C:6]([NH2:10])(=[O:9])[CH:7]=[CH2:8] |f:3.4.5,6.7,8.9,12.13.14|. Reactants: BrC=1C(=NNC1C)C (4-Bromo-3,5-dimethyl-pyrazole), CN(C)C=O (DMF), C(=O)([O-])[O-].[K+].[K+] (K2CO3), ClCC(=O)N1CCN(CC1)C1=CC=C(C=C1)F (2-Chloro-1-[4-(4-fluoro-phenyl)-piperazin-1-yl]-ethanone). Run in CCCCCC.C(C)(=O)OCC (hexane ethyl acetate). Yields the product FC1=CC=C(C=C1)N1CCN(CC1)C(CN1N=C(C(=C1C)Br)C)=O (1-[4-(4-Fluoro-phenyl)-piperazin-1-yl]-2-(4-bromo-3,5-dimethyl-pyrazol-1-yl)-ethanone). Reaction SMILES: [Br:1][C:2]1[C:3]([CH3:8])=[N:4][NH:5][C:6]=1[CH3:7].C([O-])([O-])=O.[K+].[K+].Cl[CH2:16][C:17]([N:19]1[CH2:24][CH2:23][N:22]([C:25]2[CH:30]=[CH:29][C:28]([F:31])=[CH:27][CH:26]=2)[CH2:21][CH2:20]1)=[O:18].CN(C=O)C>CCCCCC.C(OCC)(=O)C>[F:31][C:28]1[CH:27]=[CH:26][C:25]([N:22]2[CH2:21][CH2:20][N:19]([C:17](=[O:18])[CH2:16][N:4]3[C:3]([CH3:8])=[C:2]([Br:1])[C:6]([CH3:7])=[N:5]3)[CH2:24][CH2:23]2)=[CH:30][CH:29]=1 |f:1.2.3,6.7|. Procedure details: Protocol T was followed using 4-Bromo-3,5-dimethyl-pyrazole, K2CO3, 2-Chloro-1-[4-(4-fluoro-phenyl)-piperazin-1-yl]-ethanone and DMF. Column chromatography using a solvent mixture (hexane/ethyl acetate=1/1) afforded the title compound as a white solid. 1H NMR (400 MHz, CDCl3): 6.95-7.1 (m, 2H), 6.84-6.92 (dd, 2H), 4.90 (s, 2H), 3.62-3.82 (m, 4H), 3.02-3.12 (m, 4H), 2.24-2.34 (d, 6H). 13C NMR (400 MHz, CDCl3): 165, 158.4, 156.6, 150.6, 146.8, 141.4, 119, 115.6, 115.2, 52.6, 51.6, 50.4, 45.2, 42.2...